Dataset: the Open Reaction Database (ORD), a public repository of structured organic reaction records. Task: describe an organic reaction: reactants, conditions, products, and yield Reactants: C(C)(=O)O[C@H]1[C@H](SC2=CC=C(C=C2)C#N)SC[C@H]([C@@H]1OC(C)=O)OC(C)=O (4-cyanophenyl 2,3,4-tri-O-acetyl-1,5-dithio-β-D-xylopyranoside), C[O-].[Na+] (sodium methylate). Run in CO (methanol). The product is S([C@H]1[C@H](O)[C@@H](O)[C@H](O)CS1)C1=CC=C(C=C1)C#N (4-cyanophenyl 1,5-dithio-β-D-xylopyranoside). Isolated yield 89.7%. Reaction SMILES: C([O:4][C@@H:5]1[C@@H:19]([O:20]C(=O)C)[C@H:18]([O:24]C(=O)C)[CH2:17][S:16][C@H:6]1[S:7][C:8]1[CH:13]=[CH:12][C:11]([C:14]#[N:15])=[CH:10][CH:9]=1)(=O)C.C[O-].[Na+]>CO>[S:7]([C:8]1[CH:9]=[CH:10][C:11]([C:14]#[N:15])=[CH:12][CH:13]=1)[C@@H:6]1[S:16][CH2:17][C@@H:18]([OH:24])[C@H:19]([OH:20])[C@H:5]1[OH:4] |f:1.2|. Reported procedure: Under a nitrogen atmosphere, 8.5 g (21.10-3 mol) of 4-cyanophenyl 2,3,4-tri-O-acetyl-1,5-dithio-β-D-xylopyranoside (Example 1a) are suspended in 100 ml of methanol, and 2 ml of sodium methylate (8% w/v of Na in methanol) are then added. The reaction medium is stirred at room temperature until the starting material has completely dissolved (2 hours) and is then neutralized by the addition of Amberlite® IR 120 H+ resin. The methanol is evaporated off under reduced pressure; the crude product obtai... Starting materials: C(C)(C)(C)C=1C=C(C=C(C1O)C(C)(C)C)C1=NNC2=NC=CC=C21 (3-(3,5-di-tertiary butyl-4-hydroxyphenyl)-1H-pyrazolo[3,4-b]pyridine), C([O-])([O-])=O.[K+].[K+] (potassium carbonate), ClCCCC(=O)OCC (ethyl 4-chlorobutyrate), O (water). The solvent is CN(C=O)C (dimethylformamide). Run at temperature 60 celsius, time 21 hour. The product is C(C)(C)(C)C=1C=C(C=C(C1O)C(C)(C)C)C1=NN(C2=NC=CC=C21)CCCC(=O)O (4-[3-(3,5-di-tertiary butyl-4-hydroxyphenyl)-1H-pyrazolo[3,4-b]pyridin-1-yl]butyric acid). The yield is 67.6%. As a reaction SMILES: [C:1]([C:5]1[CH:6]=[C:7]([C:16]2[C:24]3[C:19](=[N:20][CH:21]=[CH:22][CH:23]=3)[NH:18][N:17]=2)[CH:8]=[C:9]([C:12]([CH3:15])([CH3:14])[CH3:13])[C:10]=1[OH:11])([CH3:4])([CH3:3])[CH3:2].C(=O)([O-])[O-].[K+].[K+].Cl[CH2:32][CH2:33][CH2:34][C:35]([O:37]CC)=[O:36].O>CN(C)C=O>[C:1]([C:5]1[CH:6]=[C:7]([C:16]2[C:24]3[C:19](=[N:20][CH:21]=[CH:22][CH:23]=3)[N:18]([CH2:32][CH2:33][CH2:34][C:35]([OH:37])=[O:36])[N:17]=2)[CH:8]=[C:9]([C:12]([CH3:15])([CH3:14])[CH3:13])[C:10]=1[OH:11])([CH3:2])([CH3:3])[CH3:4] |f:1.2.3|. Procedure: To a solution of 9.7 g of the compound of Example 1 in 70 ml of dimethylformamide are added 5.5 g of potassium carbonate and 6 g of ethyl 4-chlorobutyrate, and the mixture is stirred at 60° C. for 21 hours. The reaction mixture is poured into water and extracted with ethyl acetate. The extract is washed with water, dried and concentrated. To a solution of the residue in 100 ml of 80 % methanol is added 3 g of potassium hydroxide, and the mixture is stirred at room temperature for two hours. Afte...